From a dataset of the Open Reaction Database (ORD), a public repository of structured organic reaction records. describe an organic reaction: reactants, conditions, products, and yield Reactants: Cc1cccc2c1CCc1ccccc1C2CCCN(C)C, CCOC(=O)Cl, c1ccccc1. The product is CNCCCC1c2ccccc2CCc2c(C)cccc21. RXN SMILES: [CH3:1][c:2]1[cH:3][cH:4][cH:5][c:6]2[c:12]1[CH2:11][CH2:10][c:9]1[c:8]([cH:16][cH:15][cH:14][cH:13]1)[CH:7]2[CH2:17][CH2:18][CH2:19][N:20]([CH3:21])[CH3:22].[Cl:23][C:24]([O:25][CH2:26][CH3:27])=[O:28].[cH:29]1[cH:30][cH:31][cH:32][cH:33][cH:34]1>>[CH3:1][c:2]1[cH:3][cH:4][cH:5][c:6]2[c:12]1[CH2:11][CH2:10][c:9]1[c:8]([cH:16][cH:15][cH:14][cH:13]1)[CH:7]2[CH2:17][CH2:18][CH2:19][NH:20][CH3:21]. Starting materials: C=C(c1ccccc1)c1cccc(Br)c1, [Li]CCCC, CCCCCC, CN(C)C=O, [Cl-], [NH4+], C1CCOC1. Product: C=C(c1ccccc1)c1cccc(C=O)c1. As a reaction SMILES: [Br:1][c:2]1[cH:3][c:4]([C:8](=[CH2:9])[c:10]2[cH:11][cH:12][cH:13][cH:14][cH:15]2)[cH:5][cH:6][cH:7]1.[CH2:22]([Li:23])[CH2:24][CH2:25][CH3:26].[CH3:16][CH2:17][CH2:18][CH2:19][CH2:20][CH3:21].[CH3:27][N:28]([CH:29]=[O:30])[CH3:31].[Cl-:32].[NH4+:33].[O:34]1[CH2:35][CH2:36][CH2:37][CH2:38]1>>[c:2]1([CH:29]=[O:30])[cH:3][c:4]([C:8](=[CH2:9])[c:10]2[cH:11][cH:12][cH:13][cH:14][cH:15]2)[cH:5][cH:6][cH:7]1. Starting materials: CC(C(=O)O)(CC1=NC2=C(N1CC1=CC=C(C=C1)B1OC(C(O1)(C)C)(C)C)C=CC(=C2)OCC2=NC1=CC=CC=C1C=C2)C (2,2-dimethyl-3-(5-(quinolin-2-ylmethoxy)-1-(4-(4,4,5,5-tetramethyl-1,3,2-dioxaborolan-2-yl)benzyl)-1H-benzo[d]imidazol-2-yl)propanoic acid), BrC=1N=CSC1 (4-bromothiazole). The product is CC(C(=O)O)(CC1=NC2=C(N1CC1=CC=C(C=C1)C=1N=CSC1)C=CC(=C2)OCC2=NC1=CC=CC=C1C=C2)C (2,2-Dimethyl-3-{5-(quinolin-2-ylmethoxy)-1-[4-(1,3-thiazol-4-yl)benzyl]-1H-benzimidazol-2-yl}propanoic acid). Reaction SMILES: [CH3:1][C:2]([CH3:44])([CH2:6][C:7]1[N:11]([CH2:12][C:13]2[CH:18]=[CH:17][C:16](B3OC(C)(C)C(C)(C)O3)=[CH:15][CH:14]=2)[C:10]2[CH:28]=[CH:29][C:30]([O:32][CH2:33][C:34]3[CH:43]=[CH:42][C:41]4[C:36](=[CH:37][CH:38]=[CH:39][CH:40]=4)[N:35]=3)=[CH:31][C:9]=2[N:8]=1)[C:3]([OH:5])=[O:4].Br[C:46]1[N:47]=[CH:48][S:49][CH:50]=1>>[CH3:1][C:2]([CH3:44])([CH2:6][C:7]1[N:11]([CH2:12][C:13]2[CH:14]=[CH:15][C:16]([C:46]3[N:47]=[CH:48][S:49][CH:50]=3)=[CH:17][CH:18]=2)[C:10]2[CH:28]=[CH:29][C:30]([O:32][CH2:33][C:34]3[CH:43]=[CH:42][C:41]4[C:36](=[CH:37][CH:38]=[CH:39][CH:40]=4)[N:35]=3)=[CH:31][C:9]=2[N:8]=1)[C:3]([OH:5])=[O:4]. Procedure details: The title compound was prepared with similar methods to those in Example 147 using 2,2-dimethyl-3-(5-(quinolin-2-ylmethoxy)-1-(4-(4,4,5,5-tetramethyl-1,3,2-dioxaborolan-2-yl)benzyl)-1H-benzo[d]imidazol-2-yl)propanoic acid and 4-bromothiazole. MS (ESI): mass calcd. for C32H28N4O3S, 548.18; m/z found, 549.1 [M+H]+. 1H NMR (500 MHz, DMSO-d6) δ 9.17 (d, J=1.6, 1H), 8.59 (d, J=8.5, 1H), 8.18-8.14 (m, 2H), 8.07 (d, J=8.1, 1H), 7.96 (d, J=8.2, 2H), 7.92-7.84 (m, 1H), 7.79 (d, J=8.4, 1H), 7.69 (t, J=7.4... Reactants: 3-substituted pyridylalkylamines, Heterocyclic, [Na] (sodium), compound ( II ), final product ( I ), N1=CC(=CC=C1)CCCN (3-(3-pyridyl)propylamine). Solvent: C1(=CC=CC=C1)C (toluene). The product is N1CCCC2=CC=CN=C12 (1,2,3,4-tetrahydro-[1,8]-naphthyridine), Heterocyclic. The yield is 30.0%. As a reaction SMILES: [N:1]1[CH:6]=[CH:5][CH:4]=[C:3]([CH2:7][CH2:8][CH2:9][NH2:10])[CH:2]=1.[Na]>C1(C)C=CC=CC=1>[NH:1]1[C:2]2[C:3](=[CH:7][CH:8]=[CH:9][N:10]=2)[CH2:4][CH2:5][CH2:6]1 |^1:10|. Procedure details: The final step in the process of the present invention is the cyclization of compound (II) to elaborate the final product (I). This intramolecular transformation is efficiently carried out by an optimized Chichibabin-type reaction (for a discussion of Chichibabin aminations, see H. Vorbrüggen, Adv. Heterocyclic Chem., 49, 1990, 117-192). Intramolecular nucleophilic cyclizations of 3-substituted pyridylalkylamines have previously been described. Thus, treatment of 3-(3-pyridyl)propylamine with tw... Starting materials: C=CCBr, O=C1OCC2CN(Cc3ccccc3)CC12, C[Si](C)(C)[N-][Si](C)(C)C, [Cl-], [Li+], [NH4+], C1CCOC1. Yields the product C=CCC12CN(Cc3ccccc3)CC1COC2=O. As a reaction SMILES: [CH2:1]([CH:2]=[CH2:3])[Br:4].[CH2:5]([c:6]1[cH:7][cH:8][cH:9][cH:10][cH:11]1)[N:12]1[CH2:13][CH:14]2[CH2:15][O:16][C:17](=[O:20])[CH:18]2[CH2:19]1.[CH3:21][Si:22]([CH3:23])([CH3:24])[N-:25][Si:26]([CH3:27])([CH3:28])[CH3:29].[Cl-:31].[Li+:30].[NH4+:32].[O:33]1[CH2:34][CH2:35][CH2:36][CH2:37]1>>[CH2:1]=[CH:2][CH2:3][C:18]12[CH:14]([CH2:13][N:12]([CH2:5][c:6]3[cH:7][cH:8][cH:9][cH:10][cH:11]3)[CH2:19]1)[CH2:15][O:16][C:17]2=[O:20]. The reactants are Fc1ccc(Cl)c(F)c1CBr, [H-], [Na+], CN(C)C=O, O, CCOC(=O)c1cc2c(cn1)[nH]c1ccccc12. Product: CCOC(=O)c1cc2c3ccccc3n(Cc3c(F)ccc(Cl)c3F)c2cn1. RXN SMILES: [Cl:21][c:22]1[c:23]([F:31])[c:24]([CH2:25][Br:26])[c:27]([F:30])[cH:28][cH:29]1.[H-:20].[Na+:19].[O:33]=[CH:34][N:35]([CH3:36])[CH3:37].[OH2:32].[cH:1]1[n:2][c:3]([C:14](=[O:15])[O:16][CH2:17][CH3:18])[cH:4][c:5]2[c:6]3[cH:7][cH:8][cH:9][cH:10][c:11]3[nH:12][c:13]12>>[cH:1]1[n:2][c:3]([C:14](=[O:15])[O:16][CH2:17][CH3:18])[cH:4][c:5]2[c:6]3[cH:7][cH:8][cH:9][cH:10][c:11]3[n:12]([CH2:25][c:24]3[c:23]([F:31])[c:22]([Cl:21])[cH:29][cH:28][c:27]3[F:30])[c:13]12.